This data is from the Open Reaction Database (ORD), a public repository of structured organic reaction records. The task is: describe an organic reaction: reactants, conditions, products, and yield The reactants are BrC=1C=C2C(=C(C=NC2=CC1)C(=O)C1CC1)N[C@@H]1CC[C@H](CC1)CN1C[C@@H](CC1)F ((6-bromo-4-((trans-4-(((R)-3-fluoropyrrolidin-1-yl)methyl)cyclohexyl)amino)quinolin-3-yl)(cyclopropyl)methanone), ClC1=C(C(=CC(=C1)B1OC(C(O1)(C)C)(C)C)F)O (2-chloro-6-fluoro-4-(4,4,5,5-tetramethyl-1,3,2-dioxaborolan-2-yl)phenol). Yields the product ClC=1C=C(C=C(C1O)F)C=1C=C2C(=C(C=NC2=CC1)C(=O)C1CC1)N[C@@H]1CC[C@H](CC1)CN1C[C@@H](CC1)F ((6-(3-chloro-5-fluoro-4-hydroxyphenyl)-4-((trans-4-(((R)-3-fluoropyrrolidin-1-yl)methyl)cyclohexyl)amino)quinolin-3-yl)(cyclopropyl)methanone). Yield: 62.8%. RXN SMILES: Br[C:2]1[CH:3]=[C:4]2[C:9](=[CH:10][CH:11]=1)[N:8]=[CH:7][C:6]([C:12]([CH:14]1[CH2:16][CH2:15]1)=[O:13])=[C:5]2[NH:17][C@H:18]1[CH2:23][CH2:22][C@H:21]([CH2:24][N:25]2[CH2:29][CH2:28][C@@H:27]([F:30])[CH2:26]2)[CH2:20][CH2:19]1.[Cl:31][C:32]1[CH:37]=[C:36](B2OC(C)(C)C(C)(C)O2)[CH:35]=[C:34]([F:47])[C:33]=1[OH:48]>>[Cl:31][C:32]1[CH:37]=[C:36]([C:2]2[CH:3]=[C:4]3[C:9](=[CH:10][CH:11]=2)[N:8]=[CH:7][C:6]([C:12]([CH:14]2[CH2:15][CH2:16]2)=[O:13])=[C:5]3[NH:17][C@H:18]2[CH2:23][CH2:22][C@H:21]([CH2:24][N:25]3[CH2:29][CH2:28][C@@H:27]([F:30])[CH2:26]3)[CH2:20][CH2:19]2)[CH:35]=[C:34]([F:47])[C:33]=1[OH:48]. Reported procedure: Following general procedure D, (6-bromo-4-((trans-4-(((R)-3-fluoropyrrolidin-1-yl)methyl)cyclohexyl)amino)quinolin-3-yl)(cyclopropyl)methanone (47 mg, 0.10 mmol) was reacted with 2-chloro-6-fluoro-4-(4,4,5,5-tetramethyl-1,3,2-dioxaborolan-2-yl)phenol (43 mg, 0.16 mmol) to afford the desired product (33.9 mg, 63%) as a yellow solid. 1H NMR (500 MHz, CDCl3) 1H NMR (500 MHz, CDCl3) δ 10.78 (br s, 1H), 9.24 (s, 1H), 8.24 (d, J=2.1 Hz, 1H), 8.03 (d, J=8.7 Hz, 1H), 7.84 (dd, J=8.7, 2.1 Hz, 1H), 7.44-7... The reactants are BrCc1ccccc1, CCOC(C)=O, [H-], [Na+], CN(C)C=O, OC1CCC2(CC1)OCCO2. Product: c1ccc(COC2CCC3(CC2)OCCO3)cc1. RXN SMILES: [Br:14][CH2:15][c:16]1[cH:17][cH:18][cH:19][cH:20][cH:21]1.[CH3:27][CH2:28][O:29][C:30]([CH3:31])=[O:32].[H-:2].[Na+:1].[O:22]=[CH:23][N:24]([CH3:25])[CH3:26].[O:3]1[CH2:4][CH2:5][O:6][C:7]12[CH2:8][CH2:9][CH:10]([OH:13])[CH2:11][CH2:12]2>>[O:3]1[CH2:4][CH2:5][O:6][C:7]12[CH2:8][CH2:9][CH:10]([O:13][CH2:15][c:16]1[cH:17][cH:18][cH:19][cH:20][cH:21]1)[CH2:11][CH2:12]2. The reactants are Cc1nn(-c2ccccn2)c2[nH]c3ccccc3c(=O)c12, CN(C)C=O, [H-], CI, [Na+], [Na+], [OH-], O. Product: Cc1nn(-c2ccccn2)c2c1c(=O)c1ccccc1n2C. As a reaction SMILES: [CH3:1][c:2]1[n:3][n:4](-[c:16]2[n:17][cH:18][cH:19][cH:20][cH:21]2)[c:5]2[nH:6][c:7]3[cH:8][cH:9][cH:10][cH:11][c:12]3[c:13](=[O:15])[c:14]12.[CH3:28][N:29]([CH3:30])[CH:31]=[O:32].[H-:22].[I:24][CH3:25].[Na+:23].[Na+:27].[OH-:26].[OH2:33]>>[CH3:1][c:2]1[n:3][n:4](-[c:16]2[n:17][cH:18][cH:19][cH:20][cH:21]2)[c:5]2[n:6]([CH3:25])[c:7]3[cH:8][cH:9][cH:10][cH:11][c:12]3[c:13](=[O:15])[c:14]12.